This data is from the Open Reaction Database (ORD), a public repository of structured organic reaction records. The task is: describe an organic reaction: reactants, conditions, products, and yield Reactants: [OH-].[Na+] (sodium hydroxide), O1C(=CC=C1)C(=O)O (2-furoic acid), S(=O)(Cl)Cl (thionyl chloride), CN1C2CNCC1CC2 (8-methyl-3,8-diaza-bicyclo[3.2.1]octane). Run in COCCOC (1,2-dimethoxyethane), C1(=CC=CC=C1)C (toluene). Product: O1C(=CC=C1)C(=O)N1CC2CCC(C1)N2C (Furan-2-yl-(8-methyl-3,8-diaza-bicyclo[3.2.1]oct-3-yl)-methanone). RXN SMILES: [O:1]1[CH:5]=[CH:4][CH:3]=[C:2]1[C:6]([OH:8])=O.S(Cl)(Cl)=O.[CH3:13][N:14]1[CH:19]2[CH2:20][CH2:21][CH:15]1[CH2:16][NH:17][CH2:18]2.[OH-].[Na+]>COCCOC.C1(C)C=CC=CC=1>[O:1]1[CH:5]=[CH:4][CH:3]=[C:2]1[C:6]([N:17]1[CH2:18][CH:19]2[N:14]([CH3:13])[CH:15]([CH2:21][CH2:20]2)[CH2:16]1)=[O:8] |f:3.4|. Procedure details: A mixture of 2-furoic acid (1.33 g, 11.9 mmol) and thionyl chloride (20 ml) was stirred at reflux for 2 hours. The mixture was evaporated and co-evaporated with toluene, 8-methyl-3,8-diaza-bicyclo[3.2.1]octane (1.5 g, 11.9 mmol) and 1,2-dimethoxyethane (40 ml) was added and was stirred at room temperature for 15 hours. Aqueous sodium hydroxide (50 ml, 1M) was added and the mixture was extracted twice with dichloromethane (2×40 ml). Chromatography on silica gel with dichloromethane, 10% methanol ... Reactants: ClC(Cl)(Cl)Cl, CCOC(=O)c1ncc2c(c1O)c(Br)c(Br)n2Cc1ccccc1F, O=C1CCC(=O)N1Br. Reaction SMILES: [C:34]([Cl:35])([Cl:36])([Cl:37])[Cl:38].[CH2:1]([CH3:2])[O:3][C:4](=[O:5])[c:6]1[c:7]([OH:25])[c:8]2[c:9]([cH:10][n:11]1)[n:12]([CH2:17][c:18]1[c:19]([F:24])[cH:20][cH:21][cH:22][cH:23]1)[c:13]([Br:16])[c:14]2[Br:15].[O:26]=[C:27]1[N:28]([Br:33])[C:29](=[O:30])[CH2:31][CH2:32]1>>[CH2:1]([CH3:2])[O:3][C:4](=[O:5])[c:6]1[c:7]([OH:25])[c:8]2[c:9]([c:10]([Br:33])[n:11]1)[n:12]([CH2:17][c:18]1[c:19]([F:24])[cH:20][cH:21][cH:22][cH:23]1)[c:13]([Br:16])[c:14]2[Br:15]. Product: CCOC(=O)c1nc(Br)c2c(c1O)c(Br)c(Br)n2Cc1ccccc1F. Starting materials: BrCC(=O)C1=CC=C(OCC(=O)OC)C=C1 (methyl 4-bromoacetylphenoxyacetate), N1=CC=C(C=C1)N1CCNCC1 (1-(4-pyridyl)piperazine). Solvent: C(C)#N (acetonitrile), C(C)#N (acetonitrile). Run at time 1.5 hour. Product: N1=CC=C(C=C1)N1CCN(CC1)CC(=O)C1=CC=C(OCC(=O)OC)C=C1 (Methyl 4-[2-[4-(4-pyridyl)piperazin-1-yl]acetyl]-phenoxyacetate). As a reaction SMILES: Br[CH2:2][C:3]([C:5]1[CH:16]=[CH:15][C:8]([O:9][CH2:10][C:11]([O:13][CH3:14])=[O:12])=[CH:7][CH:6]=1)=[O:4].[N:17]1[CH:22]=[CH:21][C:20]([N:23]2[CH2:28][CH2:27][NH:26][CH2:25][CH2:24]2)=[CH:19][CH:18]=1>C(#N)C>[N:17]1[CH:22]=[CH:21][C:20]([N:23]2[CH2:24][CH2:25][N:26]([CH2:2][C:3]([C:5]3[CH:16]=[CH:15][C:8]([O:9][CH2:10][C:11]([O:13][CH3:14])=[O:12])=[CH:7][CH:6]=3)=[O:4])[CH2:27][CH2:28]2)=[CH:19][CH:18]=1. Procedure: A solution of methyl 4-bromoacetylphenoxyacetate (4.3 g) in acetonitrile (50 ml) was added dropwise over 40 minutes to a stirred solution of 1-(4-pyridyl)piperazine (4.9 g) in acetonitrile (100 ml). Stirring was continued for a further 1.5 hours, then the solution was filtered and the filtrate evaporated in vacuo. The solid residue was triturated with water (50 ml), then dried and suspended in methylene chloride (50 ml). The suspension was then filtered and the filtrate concentrated to a small v... Yields the product COC(=O)CCC(C)C1CCC2C3C(=O)C(Br)C4CC(OC(C)=O)CCC4(C)C3CCC12C. Reaction SMILES: [Br:33].[BrH:34].[C:1]([CH3:2])(=[O:3])[O:4][CH:5]1[CH2:6][CH:7]2[CH2:8][C:9](=[O:32])[CH:10]3[CH:11]4[CH2:12][CH2:13][CH:14]([CH:15]([CH2:16][CH2:17][C:18](=[O:19])[O:20][CH3:21])[CH3:22])[C:23]4([CH3:31])[CH2:24][CH2:25][CH:26]3[C:27]2([CH3:30])[CH2:28][CH2:29]1.[CH3:36][C:37](=[O:38])[OH:39].[OH2:35]>>[C:1]([CH3:2])(=[O:3])[O:4][CH:5]1[CH2:6][CH:7]2[CH:8]([Br:34])[C:9](=[O:32])[CH:10]3[CH:11]4[CH2:12][CH2:13][CH:14]([CH:15]([CH2:16][CH2:17][C:18](=[O:19])[O:20][CH3:21])[CH3:22])[C:23]4([CH3:31])[CH2:24][CH2:25][CH:26]3[C:27]2([CH3:30])[CH2:28][CH2:29]1. The reactants are Br, Br, COC(=O)CCC(C)C1CCC2C3C(=O)CC4CC(OC(C)=O)CCC4(C)C3CCC12C, CC(=O)O, O. Reactants: C(C)N(C(=O)C1=C(C=2C[C@]3(CCN(C[C@@H]3CC2N1)C)C1=CC(=CC=C1)OC)C)CC ((±)-trans-2-diethylaminocarbonyl-3,7-dimethyl-4a-(3-methoxyphenyl)-4,4a,5,6,7,8,8a,9-octahydro-1H-pyrrolo[3,2-g]isoquinoline), B(Br)(Br)Br (boron tribromide). Product: C(C)N(C(=O)C1=C(C=2C[C@]3(CCN(C[C@@H]3CC2N1)C)C1=CC(=CC=C1)O)C)CC ((±)-trans-2-Diethylaminocarbonyl-3,7-dimethyl-4a-(3-hydroxyphenyl)-4,4a,5,6,7,8,8a,9-octahydro-1H-pyrrolo[3,2-g]isoquinoline). Yield: 49.9%. As a reaction SMILES: [CH2:1]([N:3]([CH2:29][CH3:30])[C:4]([C:6]1[NH:18][C:17]2[CH2:16][C@@H:15]3[C@:10]([C:20]4[CH:25]=[CH:24][CH:23]=[C:22]([O:26]C)[CH:21]=4)([CH2:11][CH2:12][N:13]([CH3:19])[CH2:14]3)[CH2:9][C:8]=2[C:7]=1[CH3:28])=[O:5])[CH3:2].B(Br)(Br)Br>>[CH2:29]([N:3]([CH2:1][CH3:2])[C:4]([C:6]1[NH:18][C:17]2[CH2:16][C@@H:15]3[C@:10]([C:20]4[CH:25]=[CH:24][CH:23]=[C:22]([OH:26])[CH:21]=4)([CH2:11][CH2:12][N:13]([CH3:19])[CH2:14]3)[CH2:9][C:8]=2[C:7]=1[CH3:28])=[O:5])[CH3:30]. Procedure: 0.29 g (0.71 mmol) of (±)-trans-2-diethylaminocarbonyl-3,7-dimethyl-4a-(3-methoxyphenyl)-4,4a,5,6,7,8,8a,9-octahydro-1H-pyrrolo[3,2-g]isoquinoline were treated with 0.4 ml (4.26 mmol) of boron tribromide as described in example 2. The residue was purified by flash chromatography (CH2Cl2 /MeOH/conc. NH4OH 80:12:0.8). The crude product was triturated with a mixture of acetone/MeOH=3:2, yielding 0.14 g of the title compound. M.p.=235°-238 l ° C. Reactants: Cl.ClC1=C(CNC2CN(CC2)C2=NC=C(C=C2)I)C=CC(=C1)Cl ((2,4-dichlorobenzyl)-[1-(5-iodopyridin-2-yl)-pyrrolidin-3-yl]-amine hydrochloride), C#CC (propyne). Reagents/catalysts: Cl[Pd]([P](C1=CC=CC=C1)(C2=CC=CC=C2)C3=CC=CC=C3)([P](C4=CC=CC=C4)(C5=CC=CC=C5)C6=CC=CC=C6)Cl (trans-dichlorobis(triphenylphosphine)palladium), [Cu]I (copper(I) iodide). Run in ClCCl (dichloromethane), C(C)N(CC)CC (triethylamine). Reaction conditions: time 8 hour. The product is ClC1=C(CN[C@@H]2CN(CC2)C2=NC=C(C=C2)C#CC)C=CC(=C1)Cl ((S)-(2,4-Dichlorobenzyl)-[1-(5-prop-1-ynyl-pyridin-2-yl)-pyrrolidin-3-yl]-amine). As a reaction SMILES: Cl.[Cl:2][C:3]1[CH:22]=[C:21]([Cl:23])[CH:20]=[CH:19][C:4]=1[CH2:5][NH:6][CH:7]1[CH2:11][CH2:10][N:9]([C:12]2[CH:17]=[CH:16][C:15](I)=[CH:14][N:13]=2)[CH2:8]1.[CH:24]#[C:25][CH3:26]>ClCCl.C(N(CC)CC)C.Cl[Pd](Cl)([P](C1C=CC=CC=1)(C1C=CC=CC=1)C1C=CC=CC=1)[P](C1C=CC=CC=1)(C1C=CC=CC=1)C1C=CC=CC=1.[Cu]I>[Cl:2][C:3]1[CH:22]=[C:21]([Cl:23])[CH:20]=[CH:19][C:4]=1[CH2:5][NH:6][C@H:7]1[CH2:11][CH2:10][N:9]([C:12]2[CH:17]=[CH:16][C:15]([C:24]#[C:25][CH3:26])=[CH:14][N:13]=2)[CH2:8]1 |f:0.1,^1:39,58|. Reported procedure: Dissolve (2,4-dichlorobenzyl)-[1-(5-iodopyridin-2-yl)-pyrrolidin-3-yl]-amine hydrochloride (130 mg, 0.27 mmol) in dichloromethane (10 mL) and triethylamine (10 mL). Add trans-dichlorobis(triphenylphosphine)palladium (II) (10 mg, 0.014 mmol) and copper(I) iodide (3 mg, 0.016 mmol). Bubble propyne into the mixture for 1 min. Stir the mixture overnight, filter it through a pad of Celite®, concentrate and chromatograph on silica gel, eluting with 10:90 to 1:1 ethyl acetate:hexanes, to give the title... Reactants: BrB(Br)Br, CCOC(=O)CN(C(=O)OCC)c1cc(Cl)c(Oc2ccc(OC)c(C(C)CC)c2)c(Cl)c1, ClCCl. Product: CCOC(=O)CN(C(=O)OCC)c1cc(Cl)c(Oc2ccc(O)c(C(C)CC)c2)c(Cl)c1. As a reaction SMILES: [B:34]([Br:35])([Br:36])[Br:37].[CH2:1]([CH3:2])[O:3][C:4]([CH2:5][N:6]([C:7](=[O:8])[O:9][CH2:10][CH3:11])[c:12]1[cH:13][c:14]([Cl:32])[c:15]([O:19][c:20]2[cH:21][c:22]([CH:28]([CH3:29])[CH2:30][CH3:31])[c:23]([O:26][CH3:27])[cH:24][cH:25]2)[c:16]([Cl:18])[cH:17]1)=[O:33].[Cl:38][CH2:39][Cl:40]>>[CH2:1]([CH3:2])[O:3][C:4]([CH2:5][N:6]([C:7](=[O:8])[O:9][CH2:10][CH3:11])[c:12]1[cH:13][c:14]([Cl:32])[c:15]([O:19][c:20]2[cH:21][c:22]([CH:28]([CH3:29])[CH2:30][CH3:31])[c:23]([OH:26])[cH:24][cH:25]2)[c:16]([Cl:18])[cH:17]1)=[O:33].